Dataset: the Open Reaction Database (ORD), a public repository of structured organic reaction records. Task: describe an organic reaction: reactants, conditions, products, and yield The reactants are OCC=1C=C(C=CC1)C(SCCC(=O)OC)SCCC(N(C)C)=O ((-)-methyl 5-(3-(hydroxymethyl)phenyl)-8-dimethylcarbamyl-4,6-dithiaoctanoate). The reagents and catalysts are [O-2].[Mn+2] (manganese oxide). Run in C(C)(=O)OCC (ethyl acetate). Run at time 8 hour. The product is C(=O)C=1C=C(C=CC1)C(SCCC(=O)OC)SCCC(N(C)C)=O ((-)-methyl 5-(3-formylphenyl)-8-dimethylcarbamyl-4,6-dithiaoctanoate). As a reaction SMILES: [OH:1][CH2:2][C:3]1[CH:4]=[C:5]([CH:9]([S:17][CH2:18][CH2:19][C:20](=[O:24])[N:21]([CH3:23])[CH3:22])[S:10][CH2:11][CH2:12][C:13]([O:15][CH3:16])=[O:14])[CH:6]=[CH:7][CH:8]=1>C(OCC)(=O)C.[O-2].[Mn+2]>[CH:2]([C:3]1[CH:4]=[C:5]([CH:9]([S:17][CH2:18][CH2:19][C:20](=[O:24])[N:21]([CH3:23])[CH3:22])[S:10][CH2:11][CH2:12][C:13]([O:15][CH3:16])=[O:14])[CH:6]=[CH:7][CH:8]=1)=[O:1] |f:2.3|. Reported procedure: To a solution of (-)-methyl 5-(3-(hydroxymethyl)phenyl)-8-dimethylcarbamyl-4,6-dithiaoctanoate (step 6) (679 mg) in ethyl acetate (30 mL) was added activated manganese oxide (1.3 g). The suspension was stirred overnight at room temperature. The suspension was filtered on a pad of silica gel and washed with EtOAc. The solvent was evaporated, affording the title compound. The reactants are COc1cc([N+](=O)[O-])c(OC)cc1N1CCN(C(C)C)CC1, CO, NN, O. Yields the product COc1cc(N2CCN(C(C)C)CC2)c(OC)cc1N. RXN SMILES: [CH3:1][O:2][c:3]1[c:4]([N:14]2[CH2:15][CH2:16][N:17]([CH:20]([CH3:21])[CH3:22])[CH2:18][CH2:19]2)[cH:5][c:6]([O:12][CH3:13])[c:7]([N+:9]([O-:10])=[O:11])[cH:8]1.[CH3:26][OH:27].[NH2:24][NH2:25].[OH2:23]>>[CH3:1][O:2][c:3]1[c:4]([N:14]2[CH2:15][CH2:16][N:17]([CH:20]([CH3:21])[CH3:22])[CH2:18][CH2:19]2)[cH:5][c:6]([O:12][CH3:13])[c:7]([NH2:9])[cH:8]1. Reactants: CCN(CC)S(F)(F)F, ClCCl, Cc1c(-c2ccccc2)c(F)c2oc(C(C)(C)O)nc2c1C#N, [Na+], O=C([O-])O. Yields the product Cc1c(-c2ccccc2)c(F)c2oc(C(C)(C)F)nc2c1C#N. RXN SMILES: [CH2:1]([N:2]([S:3]([F:4])([F:5])[F:7])[CH2:6][CH3:8])[CH3:9].[Cl:38][CH2:39][Cl:40].[F:10][c:11]1[c:12](-[c:27]2[cH:28][cH:29][cH:30][cH:31][cH:32]2)[c:13]([CH3:26])[c:14]([C:24]#[N:25])[c:15]2[n:16][c:17]([C:20]([CH3:21])([CH3:22])[OH:23])[o:18][c:19]12.[Na+:33].[OH:34][C:35](=[O:36])[O-:37]>>[F:7][C:20]([c:17]1[n:16][c:15]2[c:14]([C:24]#[N:25])[c:13]([CH3:26])[c:12](-[c:27]3[cH:28][cH:29][cH:30][cH:31][cH:32]3)[c:11]([F:10])[c:19]2[o:18]1)([CH3:21])[CH3:22]. Product: ClC1=C2C=C(N(C2=CC=C1)C1=CC(=CC=C1)F)C(=O)N(C)OC (4-Chloro-1-(3-fluorophenyl)-N-methoxy-N-methyl-1H-indole-2-carboxamide). The yield is 88.2%. Reaction conditions: time 8 hour. Solvent: C(Cl)Cl (methylene chloride). RXN SMILES: [Cl:1][C:2]1[CH:10]=[CH:9][CH:8]=[C:7]2[C:3]=1[CH:4]=[C:5]([C:11]([N:13]([O:15][CH3:16])[CH3:14])=[O:12])[NH:6]2.[F:17][C:18]1[CH:19]=[C:20](B(O)O)[CH:21]=[CH:22][CH:23]=1.N1C=CC=CC=1>C(Cl)Cl>[Cl:1][C:2]1[CH:10]=[CH:9][CH:8]=[C:7]2[C:3]=1[CH:4]=[C:5]([C:11]([N:13]([O:15][CH3:16])[CH3:14])=[O:12])[N:6]2[C:22]1[CH:21]=[CH:20][CH:19]=[C:18]([F:17])[CH:23]=1. Procedure: Activated molecular sieves (4.9 g) 4 Å were placed in an oven dried flask and cooled to room temperature under nitrogen. To the flask was charged with 4-chloro-N-methoxy-N-methyl-1H-indole-2-carboxamide (0.35 g, 1.5 mmol), (3-fluorophenyl)boronic acid (0.62 g, 4.4 mmol) and cupric acetate (0.40 g, 2.2 mmol), methylene chloride (65 mL) and then pyridine (0.47 mL, 5.9 mmol). The reaction mixture was stirred at room temperature overnight, then filtered through a pad of Celite. The filtrate was conc... Reactants: N1=CC=CC=C1 (pyridine), ClC1=C2C=C(NC2=CC=C1)C(=O)N(C)OC (4-chloro-N-methoxy-N-methyl-1H-indole-2-carboxamide), FC=1C=C(C=CC1)B(O)O ((3-fluorophenyl)boronic acid), cupric acetate. Starting materials: 26, OCCN1C(NC2=C1C=CC(=C2)C)=O (1,3-dihydro-1-(2-hydroxyethyl)-5-methyl-2H-benzimidazol-2-one), S(=O)(Cl)Cl (sulfinyl chloride). Run in ClC(Cl)Cl (trichloromethane). Conditions: time 5 hour. Product: 12, ClCCN1C(NC2=C1C=CC(=C2)C)=O (1-(2-chloroethyl)-1,3-dihydro-5-methyl-2H-benzimidazol-2-one). Yield: 42.0%. As a reaction SMILES: O[CH2:2][CH2:3][N:4]1[C:8]2[CH:9]=[CH:10][C:11]([CH3:13])=[CH:12][C:7]=2[NH:6][C:5]1=[O:14].S(Cl)([Cl:17])=O>ClC(Cl)Cl>[Cl:17][CH2:2][CH2:3][N:4]1[C:8]2[CH:9]=[CH:10][C:11]([CH3:13])=[CH:12][C:7]=2[NH:6][C:5]1=[O:14]. Reported procedure: To a stirred mixture of 26 parts of 1,3-dihydro-1-(2-hydroxyethyl)-5-methyl-2H-benzimidazol-2-one and 390 parts of trichloromethane are added dropwise 48 parts of sulfinyl chloride at room temperature. Upon completion, stirring is continued for 5 hours at reflux. The reaction mixture is evaporated. The oily residue is heated with 2,2'-oxybispropane and a small amount of 2-propanol and the whole is stirred with activated charcoal. The latter is filtered off and the filtrate is stirred at room tem... Reactants: O=P(Cl)(Cl)Cl (POCl3), CN(C)C=O (DMF), O=P(Cl)(Cl)Cl (POCl3), NC=1SC2=C(N=C(N=C2O)S[C@@H](C)C2=C(C=CC=C2)F)N1 (2-amino-5-{[(1S)-1-(2-fluorophenyl)ethyl]thio}[1,3]thiazolo[4,5-d]pyrimidin-7-ol), O (water), O (water). Run in O1CCOCC1 (dioxane), O1CCOCC1 (dioxane). Conditions: temperature 80 celsius, time 2 hour. Product: ClC=1C2=C(N=C(N1)S[C@@H](C)C1=C(C=CC=C1)F)N=C(S2)N (7-Chloro-5-{[(1S)-1-(2-fluorophenyl)ethyl]thio}[1,3]thiazolo[4,5-d]pyrimidin-2-amine). Yield: 87.6%. Reaction SMILES: O=P(Cl)(Cl)[Cl:3].CN(C=O)C.[NH2:11][C:12]1[S:13][C:14]2[C:19](O)=[N:18][C:17]([S:21][C@H:22]([C:24]3[CH:29]=[CH:28][CH:27]=[CH:26][C:25]=3[F:30])[CH3:23])=[N:16][C:15]=2[N:31]=1.O>O1CCOCC1>[Cl:3][C:19]1[C:14]2[S:13][C:12]([NH2:11])=[N:31][C:15]=2[N:16]=[C:17]([S:21][C@H:22]([C:24]2[CH:29]=[CH:28][CH:27]=[CH:26][C:25]=2[F:30])[CH3:23])[N:18]=1. Reported procedure: POCl3 (2.77 mL, 29.7 mmol) was added to DMF (3.07 mL, 39.6 mmol) in dioxane (30 mL). After 30 minutes this mixture was added to a solution of 2-amino-5-{[(1S)-1-(2-fluorophenyl)ethyl]thio}[1,3]thiazolo[4,5-d]pyrimidin-7-ol (6.38 g, 19.8 mmol) in dioxane (100 mL). After 30 minutes POCl3 (2.77 mL, 29.7 mmol) was added, the reaction mixture was heated to 80° C. for 2 h. After cooling to room temperature, water (20 mL) was carefully added and the resulting mixture was stirred at 80° C. for 30 minute... Reactants: Cl (hydrochloric acid), C(C)OC1=NN(C=C1CCC(=O)OCC)CC1=CC=C(C=C1)OCC1=NC2=C(N1C)C=CC=C2 (ethyl 3-[3-ethoxy-1-[4-(1-methyl-1H-benzimidazol-2-ylmethoxy)benzyl]-1H-pyrazol-4-yl]propionate), [OH-].[Na+] (sodium hydroxide), O1CCCC1 (tetrahydrofuran). Run in C(C)O (ethanol). Run at time 2 hour. Product: C(C)OC1=NN(C=C1CCC(=O)O)CC1=CC=C(C=C1)OCC1=NC2=C(N1C)C=CC=C2 (3-[3-ethoxy-1-[4-(1-methyl-1H-benzimidazol-2-ylmethoxy)benzyl]-1H-pyrazol-4-yl]propionic acid). Isolated yield 79.1%. As a reaction SMILES: [CH2:1]([O:3][C:4]1[C:8]([CH2:9][CH2:10][C:11]([O:13]CC)=[O:12])=[CH:7][N:6]([CH2:16][C:17]2[CH:22]=[CH:21][C:20]([O:23][CH2:24][C:25]3[N:29]([CH3:30])[C:28]4[CH:31]=[CH:32][CH:33]=[CH:34][C:27]=4[N:26]=3)=[CH:19][CH:18]=2)[N:5]=1)[CH3:2].[OH-].[Na+].O1CCCC1.Cl>C(O)C>[CH2:1]([O:3][C:4]1[C:8]([CH2:9][CH2:10][C:11]([OH:13])=[O:12])=[CH:7][N:6]([CH2:16][C:17]2[CH:18]=[CH:19][C:20]([O:23][CH2:24][C:25]3[N:29]([CH3:30])[C:28]4[CH:31]=[CH:32][CH:33]=[CH:34][C:27]=4[N:26]=3)=[CH:21][CH:22]=2)[N:5]=1)[CH3:2] |f:1.2|. Reported procedure: After a mixture of ethyl 3-[3-ethoxy-1-[4-(1-methyl-1H-benzimidazol-2-ylmethoxy)benzyl]-1H-pyrazol-4-yl]propionate (700 mg), 1N aqueous sodium hydroxide solution (3 ml), tetrahydrofuran (5 ml) and ethanol (5 ml) was stirred at room temperature for 2 hours, 1 N hydrochloric acid (3 ml) was added to the mixture, and then the mixture was extracted with ethyl acetate. The ethyl acetate layer was washed with saturated aqueous sodium chloride solution, dried (MgSO4) and concentrated. The resulting col... The reactants are [Br-], C1CCOC1, COc1ccc([Mg+])cc1, COc1ccccc1C=O, [Cl-], [NH4+]. Product: COc1ccc(C(O)c2ccccc2OC)cc1. Reaction SMILES: [Br-:11].[CH2:23]1[O:24][CH2:25][CH2:26][CH2:27]1.[CH3:12][O:13][c:14]1[cH:15][cH:16][c:17]([Mg+:20])[cH:18][cH:19]1.[CH:1]([c:2]1[c:3]([O:8][CH3:9])[cH:4][cH:5][cH:6][cH:7]1)=[O:10].[Cl-:21].[NH4+:22]>>[CH:1]([c:2]1[c:3]([O:8][CH3:9])[cH:4][cH:5][cH:6][cH:7]1)([OH:10])[c:17]1[cH:16][cH:15][c:14]([O:13][CH3:12])[cH:19][cH:18]1. Reactants: CCOC(C)=O, O=[N+]([O-])c1ccc2ccc([N+](=O)[O-])cc2c1, CN(C)C=O. Product: Nc1ccc2ccc([N+](=O)[O-])cc2c1. Reaction SMILES: [CH2:17]([O:18][C:19](=[O:20])[CH3:21])[CH3:22].[N+:1](=[O:2])([O-:3])[c:4]1[cH:5][c:6]2[cH:7][c:8]([N+:14]([O-:15])=[O:16])[cH:9][cH:10][c:11]2[cH:12][cH:13]1.[O:23]=[CH:24][N:25]([CH3:26])[CH3:27]>>[N+:1](=[O:2])([O-:3])[c:4]1[cH:5][c:6]2[cH:7][c:8]([NH2:14])[cH:9][cH:10][c:11]2[cH:12][cH:13]1. Reactants: N#Cc1ccc(OCc2ccccc2)cc1, C1CCOC1, [Na+], [OH-], O. The product is NCc1ccc(OCc2ccccc2)cc1. As a reaction SMILES: [CH2:1]([c:2]1[cH:3][cH:4][cH:5][cH:6][cH:7]1)[O:8][c:9]1[cH:10][cH:11][c:12]([C:13]#[N:14])[cH:15][cH:16]1.[CH2:20]1[O:21][CH2:22][CH2:23][CH2:24]1.[Na+:19].[OH-:18].[OH2:17]>>[CH2:1]([c:2]1[cH:3][cH:4][cH:5][cH:6][cH:7]1)[O:8][c:9]1[cH:10][cH:11][c:12]([CH2:13][NH2:14])[cH:15][cH:16]1.